From a dataset of the Open Reaction Database (ORD), a public repository of structured organic reaction records. describe an organic reaction: reactants, conditions, products, and yield Starting materials: Cl (Hydrochloric acid), NC1=C(C=C2C(C(=CN(C2=C1C)C1=C(C=C(C(=C1)NC(=O)OC(C)(C)C)F)F)C(=O)OCC)=O)OC (ethyl 7-amino-1-(5-tert-butoxycarbonylamino-2,4-difluorophenyl)-6-methoxy-8-methyl-4-oxo-1,4-dihydroquinoline-3-carboxylate). Product: NC1=C(C=C2C(C(=CN(C2=C1C)C1=C(C=C(C(=C1)N)F)F)C(=O)O)=O)OC (7-Amino-1-(5-amino-2,4-difluorophenyl)-6-methoxy-8-methyl-4-oxo-1,4-dihydroquinoline-3-carboxylic Acid). As a reaction SMILES: Cl.[NH2:2][C:3]1[C:12]([CH3:13])=[C:11]2[C:6]([C:7](=[O:35])[C:8]([C:30]([O:32]CC)=[O:31])=[CH:9][N:10]2[C:14]2[CH:19]=[C:18]([NH:20]C(OC(C)(C)C)=O)[C:17]([F:28])=[CH:16][C:15]=2[F:29])=[CH:5][C:4]=1[O:36][CH3:37]>>[NH2:2][C:3]1[C:12]([CH3:13])=[C:11]2[C:6]([C:7](=[O:35])[C:8]([C:30]([OH:32])=[O:31])=[CH:9][N:10]2[C:14]2[CH:19]=[C:18]([NH2:20])[C:17]([F:28])=[CH:16][C:15]=2[F:29])=[CH:5][C:4]=1[O:36][CH3:37]. Reported procedure: 12N Hydrochloric acid (2 ml) was added to ethyl 7-amino-1-(5-tert-butoxycarbonylamino-2,4-difluorophenyl)-6-methoxy-8-methyl-4-oxo-1,4-dihydroquinoline-3-carboxylate, and the mixture was heated under reflux for 3 hours. After the reaction mixture was allowed to cool, solids deposited were collected by filtration, washed successively with water and ethanol and then dried to obtain the title compound (52 mg) as a yellow powder. The reactants are [BH4-], CO, CN1CCN(c2cc(-c3ccccc3C=O)c(N(C)C(=O)C(C)(C)c3cc(C(F)(F)F)cc(C(F)(F)F)c3)cn2)CC1, [Na+]. Yields the product CN1CCN(c2cc(-c3ccccc3CO)c(N(C)C(=O)C(C)(C)c3cc(C(F)(F)F)cc(C(F)(F)F)c3)cn2)CC1. RXN SMILES: [BH4-:1].[CH3:45][OH:46].[F:3][C:4]([c:5]1[cH:6][c:7]([C:15]([C:16](=[O:17])[N:18]([CH3:19])[c:20]2[cH:21][n:22][c:23]([N:34]3[CH2:35][CH2:36][N:37]([CH3:40])[CH2:38][CH2:39]3)[cH:24][c:25]2-[c:26]2[c:27]([CH:32]=[O:33])[cH:28][cH:29][cH:30][cH:31]2)([CH3:41])[CH3:42])[cH:8][c:9]([C:11]([F:12])([F:13])[F:14])[cH:10]1)([F:43])[F:44].[Na+:2]>>[F:3][C:4]([c:5]1[cH:6][c:7]([C:15]([C:16](=[O:17])[N:18]([CH3:19])[c:20]2[cH:21][n:22][c:23]([N:34]3[CH2:35][CH2:36][N:37]([CH3:40])[CH2:38][CH2:39]3)[cH:24][c:25]2-[c:26]2[c:27]([CH2:32][OH:33])[cH:28][cH:29][cH:30][cH:31]2)([CH3:41])[CH3:42])[cH:8][c:9]([C:11]([F:12])([F:13])[F:14])[cH:10]1)([F:43])[F:44]. The reactants are Cc1ccccc1, OCc1ccc2oc3c(c2c1)CCCC3. The product is O=Cc1ccc2oc3c(c2c1)CCCC3. As a reaction SMILES: [CH3:16][c:17]1[cH:18][cH:19][cH:20][cH:21][cH:22]1.[cH:1]1[c:2]([CH2:14][OH:15])[cH:3][cH:4][c:5]2[o:6][c:7]3[c:8]([c:9]12)[CH2:10][CH2:11][CH2:12][CH2:13]3>>[cH:1]1[c:2]([CH:14]=[O:15])[cH:3][cH:4][c:5]2[o:6][c:7]3[c:8]([c:9]12)[CH2:10][CH2:11][CH2:12][CH2:13]3. Starting materials: C(C)(C)(C)OC(N(C)[C@@H]1CC[C@H](CC1)C=C(Br)Br)=O (trans-[4-(2,2-Dibromo-vinyl)-cyclohexyl]-methyl-carbamic acid tert-butyl ester), [Li]CCCC (BuLi), CC1=C2C[C@@H](CCC3=C[C@H]([C@H](C(=C1)O2)C(=C)C)OC3=O)C(=C)C ((+)-Kallolide B), C=O (paraformaldehyde). Solvent: C1CCOC1 (THF). The product is C(C)(C)(C)OC(N(C)[C@@H]1CC[C@H](CC1)C#CCO)=O (trans-[4-(3-Hydroxy-prop-1-ynyl)-cyclohexyl]-methyl-carbamic acid tert-butyl ester). The yield is 79.0%. Reaction SMILES: CC1C=[C:12]2[O:14]C=1C[C@H:5]([C:21](C)=C)[CH2:6][CH2:7][C:8]1C(=O)O[C@@H:10]([C@H:11]2C(C)=C)[CH:9]=1.[C:24]([O:28][C:29](=[O:42])[N:30]([C@H]1CC[C@H](C=C(Br)Br)CC1)[CH3:31])([CH3:27])([CH3:26])[CH3:25].[Li]CCCC.C=O>C1COCC1>[C:24]([O:28][C:29](=[O:42])[N:30]([C@H:6]1[CH2:5][CH2:21][C@H:9]([C:10]#[C:11][CH2:12][OH:14])[CH2:8][CH2:7]1)[CH3:31])([CH3:27])([CH3:26])[CH3:25]. Reported procedure: The following reaction was performed in analogy to the reaction described in: Marshall, James A.; Bartley, Gary S.; Wallace, Eli M. Total Synthesis of the Pseudopterane (−)-Kallolide B, the Enantiomer of Natural (+)-Kallolide B. J. Org. Chem. (1996), 61(17), 5729-5735 and Baker, Raymond; Boyes, Alastair L.; Swain, Christopher J. Synthesis of talaromycins A, B, C, and E. J. Chem. Soc., Perkin Trans. 1 (1990), (5), 1415-21.). A solution of 993 mg (2.5 mmol) of trans-[4-(2,2-Dibromo-vinyl)-cyclohex... The reactants are CN(C=CC(C(OC)OC)=O)C (4-dimethylamino-1,1-dimethoxy-3-buten-2-one), NC(=S)N (thiourea), C[O-].[K+] (potassium methylate). Solvent: CC(C)O (propan-2-ol). Product: COC(C1=NC(NC=C1)=S)OC (4-(dimethoxymethyl)-2(1H)-pyrimidinethione). Isolated yield 73.0%. Reaction SMILES: CN(C)[CH:3]=[CH:4][C:5](=O)[CH:6]([O:9][CH3:10])[O:7][CH3:8].[NH2:13][C:14]([NH2:16])=[S:15].C[O-].[K+]>CC(O)C>[CH3:8][O:7][CH:6]([O:9][CH3:10])[C:5]1[CH:4]=[CH:3][NH:16][C:14](=[S:15])[N:13]=1 |f:2.3|. Procedure details: The product from step 1 (4.8 g), thiourea (2.53 g) and potassium methylate (2.33 g) were heated together in boiling propan-2-ol (30 cm3) for 6 hours. The reaction mixture was allowed to cool overnight. The solvent was removed by evaporation under reduced pressure, the residue was dissolved in water and washed with ethyl acetate, the organic layer being discarded. The basic aqueous layer was acidified to pH 5 using glacial acetic acid and the product was extracted into ethyl acetate. Evaporation ... Reactants: [C@@H]12CN(C[C@H]2NC1)C(=O)OCC1=CC=CC=C1 (benzyl (cis)-3,6-diazabicyclo[3.2.0]heptane-3-carboxylate), ClC1=NC=C(C=C1)Br (2-chloro-5-bromopyridine). The product is ClC1=CC=C(C=N1)N1[C@@H]2CN(C[C@@H]2C1)C(=O)OCC1=CC=CC=C1 (benzyl (cis)-6-(6-chloro-3-pyridinyl)-3,6-diazabicyclo[3.2.0]heptane-3-carboxylate). Yield: 50.5%. As a reaction SMILES: [C@@H:1]12[CH2:7][NH:6][C@@H:5]1[CH2:4][N:3]([C:8]([O:10][CH2:11][C:12]1[CH:17]=[CH:16][CH:15]=[CH:14][CH:13]=1)=[O:9])[CH2:2]2.[Cl:18][C:19]1[CH:24]=[CH:23][C:22](Br)=[CH:21][N:20]=1>>[Cl:18][C:19]1[N:20]=[CH:21][C:22]([N:6]2[CH2:7][C@@H:1]3[C@H:5]2[CH2:4][N:3]([C:8]([O:10][CH2:11][C:12]2[CH:17]=[CH:16][CH:15]=[CH:14][CH:13]=2)=[O:9])[CH2:2]3)=[CH:23][CH:24]=1. Procedure details: The product of Example 40A (0.8 g, 3.4 mmol) and 2-chloro-5-bromopyridine (0.98 g, 5.1 mmol) was processed according to the procedure described in Example 1E. The crude product was purified by chromatography (SiO2, hexane:ethyl acetate, 60:40, Rf 0.3) to provide the title compound (0.59 g, 51% yield). 1H NMR (MeOH-d4, 300 MHz) δ3.24 (dd, J=12.9, 4.1 Hz, 1H), 3.30 (m, 1H), 3.40 (m, 1H), 3.65 (dd, J=7.8, 3.4 Hz, 1H), 4.08-3.92 (m, 3H), 4.70 (dd, J=5.7, 3.7 Hz, 1H), 5.10 (m, 2H), 6.90 (dd, J=8.5, 3... The reactants are NC=1C=C(C=CC1)C=1C(=NC=NC1OC1=CC=C(C=C1)OC1=CC=CC=C1)N (5-(3-aminophenyl)-6-(4-phenoxyphenoxy)pyrimidin-4-amine), Cl.CN(C/C=C/C(=O)O)C ((E)-4-(dimethylamino)but-2-enoic acid hydrochloride). Yields the product NC1=NC=NC(=C1C=1C=C(C=CC1)NC(\C=C\CN(C)C)=O)OC1=CC=C(C=C1)OC1=CC=CC=C1 ((E)-N-(3-(4-amino-6-(4-phenoxyphenoxy)pyrimidin-5-yl)phenyl)-4-(dimethylamino)but-2-enamide). Isolated yield 26.0%. RXN SMILES: [NH2:1][C:2]1[CH:3]=[C:4]([C:8]2[C:9]([NH2:28])=[N:10][CH:11]=[N:12][C:13]=2[O:14][C:15]2[CH:20]=[CH:19][C:18]([O:21][C:22]3[CH:27]=[CH:26][CH:25]=[CH:24][CH:23]=3)=[CH:17][CH:16]=2)[CH:5]=[CH:6][CH:7]=1.Cl.[CH3:30][N:31]([CH3:38])[CH2:32]/[CH:33]=[CH:34]/[C:35](O)=[O:36]>>[NH2:28][C:9]1[C:8]([C:4]2[CH:3]=[C:2]([NH:1][C:35](=[O:36])/[CH:34]=[CH:33]/[CH2:32][N:31]([CH3:38])[CH3:30])[CH:7]=[CH:6][CH:5]=2)=[C:13]([O:14][C:15]2[CH:20]=[CH:19][C:18]([O:21][C:22]3[CH:27]=[CH:26][CH:25]=[CH:24][CH:23]=3)=[CH:17][CH:16]=2)[N:12]=[CH:11][N:10]=1 |f:1.2|. Procedure: (E)-N-(3-(4-amino-6-(4-phenoxyphenoxy)pyrimidin-5-yl)phenyl)-4-(dimethylamino)but-2-enamide was prepared from 5-(3-aminophenyl)-6-(4-phenoxyphenoxy)pyrimidin-4-amine and (E)-4-(dimethylamino)but-2-enoic acid hydrochloride using Method E (26% yield). HPLC: 97%, RT=3.608 min. MS: m/z=482 [M+H]+, RT=3.57 min. 1H-NMR (DMSO-d6), δ 10.33 (s, 1H), 9.66 (s, 1H), 8.01 (s, 1H), 7.66-7.64 (m, 2H), 7.38 (t, 1H), 7.32 (t, 2H), 7.11-6.92 (m, 8H), 6.68 (m, 1H), 6.41 (m, 3H), 3.88 (m, 2H), 2.73 (s, 6H). Starting materials: [N+](=O)([O-])C=1N=CN(C1)C(C)C1=CC=C(C=C1)C(F)(F)F (4-Nitro-1-[1-(4-trifluoromethyl-phenyl)-ethyl]-1H-imidazole), FC=1C=C(C=C(C1)F)CC(=O)NC(C(=O)O)CCC (2-[2-(3,5-Difluoro-phenyl)-acetylamino]-pentanoic acid). The product is FC(C1=CC=C(C=C1)C(C)N1C=NC(=C1)NC([C@H](CCC)NC(CC1=CC(=CC(=C1)F)F)=O)=O)(F)F ((S)-2-[2-(3,5-Difluoro-phenyl)-acetylamino]-pentanoic acid {1-[1-(4-trifluoromethyl-phenyl)-ethyl]-1H-imidazol-4-yl}-amide). As a reaction SMILES: [N+:1]([C:4]1[N:5]=[CH:6][N:7]([CH:9]([C:11]2[CH:16]=[CH:15][C:14]([C:17]([F:20])([F:19])[F:18])=[CH:13][CH:12]=2)[CH3:10])[CH:8]=1)([O-])=O.[F:21][C:22]1[CH:23]=[C:24]([CH2:29][C:30]([NH:32][CH:33]([CH2:37][CH2:38][CH3:39])[C:34](O)=[O:35])=[O:31])[CH:25]=[C:26]([F:28])[CH:27]=1>>[F:18][C:17]([F:20])([F:19])[C:14]1[CH:15]=[CH:16][C:11]([CH:9]([N:7]2[CH:8]=[C:4]([NH:1][C:34](=[O:35])[C@@H:33]([NH:32][C:30](=[O:31])[CH2:29][C:24]3[CH:25]=[C:26]([F:28])[CH:27]=[C:22]([F:21])[CH:23]=3)[CH2:37][CH2:38][CH3:39])[N:5]=[CH:6]2)[CH3:10])=[CH:12][CH:13]=1. Procedure details: 4-Nitro-1-[1-(4-trifluoromethyl-phenyl)-ethyl]-1H-imidazole was reduced and then coupled with 2-[2-(3,5-Difluoro-phenyl)-acetylamino]-pentanoic acid (U.S. Ser. No. 11/078,898 filed Mar. 11, 2005) to afford the title compound: MS 509.5 m/z (M+1). Reactants: CO, CCCC=CC(CNc1ccc(CCC(=O)O)cc1)C1CCCCC1, [Na+], [Na+], O=C([O-])[O-]. Product: CCCC=CC(CNc1ccc(CCC(=O)OC)cc1)C1CCCCC1. RXN SMILES: [CH3:32][OH:33].[CH:1]1([CH:7]([CH2:8][NH:9][c:10]2[cH:11][cH:12][c:13]([CH2:14][CH2:15][C:16](=[O:17])[OH:18])[cH:19][cH:20]2)[CH:21]=[CH:22][CH2:23][CH2:24][CH3:25])[CH2:2][CH2:3][CH2:4][CH2:5][CH2:6]1.[Na+:26].[Na+:27].[O-:28][C:29](=[O:30])[O-:31]>>[CH:1]1([CH:7]([CH2:8][NH:9][c:10]2[cH:11][cH:12][c:13]([CH2:14][CH2:15][C:16](=[O:17])[O:18][CH3:29])[cH:19][cH:20]2)[CH:21]=[CH:22][CH2:23][CH2:24][CH3:25])[CH2:2][CH2:3][CH2:4][CH2:5][CH2:6]1.